This data is from the Open Reaction Database (ORD), a public repository of structured organic reaction records. The task is: describe an organic reaction: reactants, conditions, products, and yield Starting materials: CC(C)Cc1cc(CCC#N)ccc1OS(=O)(=O)C(F)(F)F, COc1ccc(B2OC(C)(C)C(C)(C)O2)cc1CC(C)C, COCCOC, CCO, ClCCl, c1ccc(P(c2ccccc2)(c2ccccc2)[Pd](P(c2ccccc2)(c2ccccc2)c2ccccc2)(P(c2ccccc2)(c2ccccc2)c2ccccc2)P(c2ccccc2)(c2ccccc2)c2ccccc2)cc1. Yields the product COc1ccc(-c2ccc(CCC#N)cc2CC(C)C)cc1CC(C)C. RXN SMILES: [C:1](#[N:2])[CH2:3][CH2:4][c:5]1[cH:6][c:7]([CH2:19][CH:20]([CH3:21])[CH3:22])[c:8]([O:11][S:12]([C:13]([F:14])([F:15])[F:16])(=[O:17])=[O:18])[cH:9][cH:10]1.[CH2:23]([CH:24]([CH3:25])[CH3:26])[c:27]1[cH:28][c:29]([B:35]2[O:36][C:37]([CH3:38])([CH3:39])[C:40]([CH3:41])([CH3:42])[O:43]2)[cH:30][cH:31][c:32]1[O:33][CH3:34].[CH3:47][O:48][CH2:49][CH2:50][O:51][CH3:52].[CH3:53][CH2:54][OH:55].[Cl:44][CH2:45][Cl:46].[cH:56]1[cH:57][cH:58][c:59]([P:60]([Pd:61]([P:62]([c:63]2[cH:64][cH:65][cH:66][cH:67][cH:68]2)([c:69]2[cH:70][cH:71][cH:72][cH:73][cH:74]2)[c:75]2[cH:76][cH:77][cH:78][cH:79][cH:80]2)([P:81]([c:82]2[cH:83][cH:84][cH:85][cH:86][cH:87]2)([c:88]2[cH:89][cH:90][cH:91][cH:92][cH:93]2)[c:94]2[cH:95][cH:96][cH:97][cH:98][cH:99]2)[P:100]([c:101]2[cH:102][cH:103][cH:104][cH:105][cH:106]2)([c:107]2[cH:108][cH:109][cH:110][cH:111][cH:112]2)[c:113]2[cH:114][cH:115][cH:116][cH:117][cH:118]2)([c:119]2[cH:120][cH:121][cH:122][cH:123][cH:124]2)[c:125]2[cH:126][cH:127][cH:128][cH:129][cH:130]2)[cH:131][cH:132]1>>[C:1](#[N:2])[CH2:3][CH2:4][c:5]1[cH:6][c:7]([CH2:19][CH:20]([CH3:21])[CH3:22])[c:8](-[c:29]2[cH:28][c:27]([CH2:23][CH:24]([CH3:25])[CH3:26])[c:32]([O:33][CH3:34])[cH:31][cH:30]2)[cH:9][cH:10]1. Reactants: C([O-])(O)=O.[Na+] (sodium bicarbonate), S(=O)(Cl)Cl (thionyl chloride), FC(C1=CC=C(C=C1)CCC1=CC=C(C=C1)CO)(F)F ((4-{2-[4-(trifluoromethyl)phenyl]ethyl}phenyl)methanol). Solvent: ClCCl (dichloromethane), ClCCl (dichloromethane). Run at time 2 hour. Product: ClCC1=CC=C(C=C1)CCC1=CC=C(C=C1)C(F)(F)F (1-(Chloromethyl)-4-{2-[4-(trifluoromethyl)phenyl]ethyl}benzene). Reaction SMILES: S(Cl)([Cl:3])=O.[F:5][C:6]([F:24])([F:23])[C:7]1[CH:12]=[CH:11][C:10]([CH2:13][CH2:14][C:15]2[CH:20]=[CH:19][C:18]([CH2:21]O)=[CH:17][CH:16]=2)=[CH:9][CH:8]=1.C(=O)(O)[O-].[Na+]>ClCCl>[Cl:3][CH2:21][C:18]1[CH:19]=[CH:20][C:15]([CH2:14][CH2:13][C:10]2[CH:11]=[CH:12][C:7]([C:6]([F:24])([F:23])[F:5])=[CH:8][CH:9]=2)=[CH:16][CH:17]=1 |f:2.3|. Procedure: At 0° C., 3.78 ml of thionyl chloride in 30 ml of dichloromethane were slowly added dropwise to a solution of 9.69 g (34.57 mmol) of (4-{2-[4-(trifluoromethyl)phenyl]ethyl}phenyl)methanol in 100 ml of dichloromethane. After the addition had ended, the reaction mixture was warmed to room temperature and stirred at this temperature for two hours. The reaction mixture was then once more cooled to 0° C., and 100 ml of saturated aqueous sodium bicarbonate solution were added slowly and carefully with... Reaction SMILES: [CH:1]1[C:10]2[C:5](=[CH:6][CH:7]=[CH:8][CH:9]=2)[CH:4]=[CH:3][C:2]=1[O:11][CH2:12][CH2:13][O:14][C:15]1[CH:30]=[CH:29][C:18]([CH:19]=[C:20]([C:25]([O:27][CH3:28])=[O:26])[C:21]([O:23][CH3:24])=[O:22])=[CH:17][CH:16]=1.[H][H]>CO.O1CCOCC1.[Pd]>[CH:1]1[C:10]2[C:5](=[CH:6][CH:7]=[CH:8][CH:9]=2)[CH:4]=[CH:3][C:2]=1[O:11][CH2:12][CH2:13][O:14][C:15]1[CH:30]=[CH:29][C:18]([CH2:19][CH:20]([C:25]([O:27][CH3:28])=[O:26])[C:21]([O:23][CH3:24])=[O:22])=[CH:17][CH:16]=1. The reagents and catalysts are [Pd] (palladium on charcoal). The product is C1=C(C=CC2=CC=CC=C12)OCCOC1=CC=C(CC(C(=O)OC)C(=O)OC)C=C1 (dimethyl 4-[2-(2-naphthoxy)ethoxy]benzylmalonate). Procedure details: To a solution of dimethyl 4-[2-(2-naphthoxy)ethoxy]benzylidenemalonate (2.22 g, 5.47 mmol) in a mixture of methanol (20 ml) and 1,4-dioxane (150 ml) is added 5% palladium on charcoal (1.20 g). Then the mixture is stirred under an atmosphere of hydrogen at room temperature until hydrogen uptake ceased. The solution is filtered through Celite, and the filtrate is evaporated under a vacuum. The residue is crystallized from ethyl acetate to give the title compound (2.10 g, 94%). HRMS calcd for C24H2... Isolated yield 94.0%. Solvent: CO (methanol), O1CCOCC1 (1,4-dioxane). Starting materials: C1=C(C=CC2=CC=CC=C12)OCCOC1=CC=C(C=C(C(=O)OC)C(=O)OC)C=C1 (dimethyl 4-[2-(2-naphthoxy)ethoxy]benzylidenemalonate), [H][H] (hydrogen).